From a dataset of the Open Reaction Database (ORD), a public repository of structured organic reaction records. describe an organic reaction: reactants, conditions, products, and yield Reactants: FC1=C2C(=C(C(=NC2=CC(=C1)F)N1CCNCC1)C)NC=1C=NC=C(C1)N1CCOCC1 (5,7-difluoro-3-methyl-N-(5-morpholinopyridin-3-yl)-2-(piperazin-1-yl)-quinolin-4-amine), C(#N)[BH3-].[Na+] (sodium cyanoborohydride), C(C)=O (acetaldehyde), C(C)(=O)O[BH-](OC(C)=O)OC(C)=O.[Na+] (sodium triacetoxyborohydride). The solvent is ClC(C)Cl (dichloroethane), CO (MeOH). Run at time 8 hour. Product: C(C)N1CCN(CC1)C1=NC2=CC(=CC(=C2C(=C1C)NC=1C=NC=C(C1)N1CCOCC1)F)F (2-(4-ethylpiperazin-1-yl)-5,7-difluoro-3-methyl-N-(5-morpholinopyridin-3-yl)quinolin-4-amine). As a reaction SMILES: [F:1][C:2]1[CH:11]=[C:10]([F:12])[CH:9]=[C:8]2[C:3]=1[C:4]([NH:20][C:21]1[CH:22]=[N:23][CH:24]=[C:25]([N:27]3[CH2:32][CH2:31][O:30][CH2:29][CH2:28]3)[CH:26]=1)=[C:5]([CH3:19])[C:6]([N:13]1[CH2:18][CH2:17][NH:16][CH2:15][CH2:14]1)=[N:7]2.[CH:33](=O)[CH3:34].C(O[BH-](OC(=O)C)OC(=O)C)(=O)C.[Na+].C([BH3-])#N.[Na+]>ClC(Cl)C.CO>[CH2:33]([N:16]1[CH2:15][CH2:14][N:13]([C:6]2[C:5]([CH3:19])=[C:4]([NH:20][C:21]3[CH:22]=[N:23][CH:24]=[C:25]([N:27]4[CH2:32][CH2:31][O:30][CH2:29][CH2:28]4)[CH:26]=3)[C:3]3[C:8](=[CH:9][C:10]([F:12])=[CH:11][C:2]=3[F:1])[N:7]=2)[CH2:18][CH2:17]1)[CH3:34] |f:2.3,4.5|. Procedure: The 5,7-difluoro-3-methyl-N-(5-morpholinopyridin-3-yl)-2-(piperazin-1-yl)-quinolin-4-amine (50 mg, 0.11 mmol) was dissolved in a mixture of dichloroethane (1.3 mL) and MeOH (0.63 mL). The acetaldehyde (6.4 μL, 0.11 mmol) and sodium triacetoxyborohydride (72 mg, 0.34 mmol) were added and the mixture was stirred overnight. A small amount (50 mg) of sodium cyanoborohydride was added to drive the reaction to completion. The reaction was quenched with satd sodium bicarbonate solution and extracted wi... The reactants are CC1=C(C(NC(N1)=S)C1=CC(=CC=C1)[N+](=O)[O-])C(=O)OC(C)C ((-)-1,2,3,4-Tetrahydro-6-methyl-4-(3-nitrophenyl)-2-thioxo-5-pyrimidinecarboxylic acid, 1-methylethyl ester), COC1=CC=C(CCl)C=C1 (4-methoxybenzyl chloride), COC1=CC=C(CCl)C=C1 (4-Methoxybenzyl chloride). Run in O1CCCC1 (tetrahydrofuran), CCOCC (ether). Conditions: temperature 0 celsius, time 2 hour. The product is COC1=CC=C(C=C1)CSC=1NC(=C(C(N1)C1=CC(=CC=C1)[N+](=O)[O-])C(=O)O)C (1,4-dihydro-2-[[(4-methoxyphenyl)methyl]thio]-6-methyl-4-(3-nitrophenyl)-5-pyrimidinecarboxylic acid), 1-methylether ester hydrochloride. As a reaction SMILES: [CH3:1][C:2]1[NH:7][C:6](=[S:8])[NH:5][CH:4]([C:9]2[CH:14]=[CH:13][CH:12]=[C:11]([N+:15]([O-:17])=[O:16])[CH:10]=2)[C:3]=1[C:18]([O:20]C(C)C)=[O:19].[CH3:24][O:25][C:26]1[CH:33]=[CH:32][C:29]([CH2:30]Cl)=[CH:28][CH:27]=1>O1CCCC1.CCOCC>[CH3:24][O:25][C:26]1[CH:33]=[CH:32][C:29]([CH2:30][S:8][C:6]2[NH:7][C:2]([CH3:1])=[C:3]([C:18]([OH:20])=[O:19])[CH:4]([C:9]3[CH:14]=[CH:13][CH:12]=[C:11]([N+:15]([O-:17])=[O:16])[CH:10]=3)[N:5]=2)=[CH:28][CH:27]=1. Reported procedure: (-)-1,2,3,4-Tetrahydro-6-methyl-4-(3-nitrophenyl)-2-thioxo-5-pyrimidinecarboxylic acid, 1-methylethyl ester (2.6 mmol, 884 mg) was dissolved in dry tetrahydrofuran and cooled to 0° C. 4-Methoxybenzyl chloride (1.1 eq, 32.9 mmol, 393 μl) was added dropwise. After the addition was complete, the bath was removed and the reaction stirred at room temperature for two hours. The mixture was then heated at 65° C. for 16 hours. TLC 35:65:acetone:hexane showed an incomplete reaction, so additional 4-metho...